This data is from the Open Reaction Database (ORD), a public repository of structured organic reaction records. The task is: describe an organic reaction: reactants, conditions, products, and yield Starting materials: CS(=O)(=O)OCCC(CN1C(=NC=C1)C(C1=C(C=CC=C1)OC)=O)C1=CC(=C(C=C1)Cl)Cl (1-Methanesulphonyloxy-3-(3,4-dichlorophenyl)-4-[2-(2-methoxybenzoyl)imidazol-1-yl]butane), C1=C(C=CC2=CC=CC=C12)C12CCN(CC1)CC2 (4-(2-naphthyl)quinuclidine). Solvent: C(C)#N (acetonitrile). Yields the product CS(=O)(=O)[O-].C1=C(C=CC2=CC=CC=C12)C12CC[N+](CC1)(CC2)CCC(CN2C(=NC=C2)C(C2=C(C=CC=C2)OC)=O)C2=CC(=C(C=C2)Cl)Cl (4-(2-naphthyl)-1-(3-[3,4-dichlorophenyl]-4-[2-(2-methoxybenzoyl)imidazol-1-yl]butyl)quinuclidinium methanesulphonate). Yield: 80.0%. RXN SMILES: [CH3:1][S:2]([O:5][CH2:6][CH2:7][CH:8]([C:25]1[CH:30]=[CH:29][C:28]([Cl:31])=[C:27]([Cl:32])[CH:26]=1)[CH2:9][N:10]1[CH:14]=[CH:13][N:12]=[C:11]1[C:15](=[O:24])[C:16]1[CH:21]=[CH:20][CH:19]=[CH:18][C:17]=1[O:22][CH3:23])(=[O:4])=[O:3].[CH:33]1[C:42]2[C:37](=[CH:38][CH:39]=[CH:40][CH:41]=2)[CH:36]=[CH:35][C:34]=1[C:43]12[CH2:50][CH2:49][N:46]([CH2:47][CH2:48]1)[CH2:45][CH2:44]2>C(#N)C>[CH3:1][S:2]([O-:5])(=[O:4])=[O:3].[CH:33]1[C:42]2[C:37](=[CH:38][CH:39]=[CH:40][CH:41]=2)[CH:36]=[CH:35][C:34]=1[C:43]12[CH2:50][CH2:49][N+:46]([CH2:6][CH2:7][CH:8]([C:25]3[CH:30]=[CH:29][C:28]([Cl:31])=[C:27]([Cl:32])[CH:26]=3)[CH2:9][N:10]3[CH:14]=[CH:13][N:12]=[C:11]3[C:15](=[O:24])[C:16]3[CH:21]=[CH:20][CH:19]=[CH:18][C:17]=3[O:22][CH3:23])([CH2:45][CH2:44]1)[CH2:47][CH2:48]2 |f:3.4|. Procedure details: 1-Methanesulphonyloxy-3-(3,4-dichlorophenyl)-4-[2-(2-methoxybenzoyl)imidazol-1-yl]butane (0.55 g) (see Preparation 84) and 4-(2-naphthyl)quinuclidine (0.31 g) (see Preparation 7) were dissolved in acetonitrile (10 ml) and heated under reflux for 2.5 hours. The solvent was removed under reduced pressure and the resulting residue dissolved in dichloromethane and the solvent removed under reduced pressure. The residue was chromatographed on silica gel eluting with a solvent gradient of 95:5 changin...